Dataset: the Open Reaction Database (ORD), a public repository of structured organic reaction records. Task: describe an organic reaction: reactants, conditions, products, and yield As a reaction SMILES: [CH2:1]([CH3:2])[O:3][C:4](=[O:5])[CH:6]1[CH2:7][CH2:8][N:9]([c:12]2[n:13][n:14][c:15]([CH2:20][c:21]3[cH:22][cH:23][cH:24][cH:25][cH:26]3)[c:16]([CH3:19])[c:17]2[CH3:18])[CH2:10][CH2:11]1.[CH3:29][CH2:30][OH:31].[Na+:28].[OH-:27].[OH2:32]>>[O:3]=[C:4]([OH:5])[CH:6]1[CH2:7][CH2:8][N:9]([c:12]2[n:13][n:14][c:15]([CH2:20][c:21]3[cH:22][cH:23][cH:24][cH:25][cH:26]3)[c:16]([CH3:19])[c:17]2[CH3:18])[CH2:10][CH2:11]1. Yields the product Cc1c(Cc2ccccc2)nnc(N2CCC(C(=O)O)CC2)c1C. Starting materials: CCOC(=O)C1CCN(c2nnc(Cc3ccccc3)c(C)c2C)CC1, CCO, [Na+], [OH-], O. Starting materials: ClC=1C=CC2=C(NC(O2)=O)C1 (5-Chloro-3H-benzooxazol-2-one), ClS(=O)(=O)O (chlorosulfonic acid). The solvent is O (water). The product is ClC=1C(=CC2=C(NC(O2)=O)C1)S(=O)(=O)Cl (5-chloro-6-chlorosulfonyl-3H-benzooxazol-2-one). RXN SMILES: [Cl:1][C:2]1[CH:3]=[CH:4][C:5]2[O:9][C:8](=[O:10])[NH:7][C:6]=2[CH:11]=1.[Cl:12][S:13](O)(=[O:15])=[O:14]>O>[Cl:1][C:2]1[C:3]([S:13]([Cl:12])(=[O:15])=[O:14])=[CH:4][C:5]2[O:9][C:8](=[O:10])[NH:7][C:6]=2[CH:11]=1. Procedure details: 5-Chloro-3H-benzooxazol-2-one (10.0 g, 59 mmol) was added in portions to chlorosulfonic acid (30 mL) at −20° C. with stirring. The mixture was stirred at room temperature for 2.5 hours and at 70° C. for 1.5 hours. The cooled reaction mixture was poured slowly into iced-water (300 mL) and stirred for 1 hour. The precipitate was collected and washed with water. The dried precipitate was stirred in chloroform (500 mL) for 3 hours at room temperature, filtered off and dried to give 12.3 g of a pale ... The reactants are C(C(=O)Cl)(=O)Cl (Oxalyl chloride), ClC=1C=CC=C2C(=CN(C12)CC1CCCCC1)C(=O)O (7-chloro-1-(cyclohexyl)methyl-1H-indole-3-carboxylic acid), N (ammonia), C([O-])([O-])=O.[K+].[K+] (potassium carbonate). The solvent is ClCCl (dichloromethane). Reaction conditions: time 20 hour. The product is ClC=1C=CC=C2C(=CN(C12)CC1CCCCC1)C(=O)N (7-chloro-1-(cyclohexyl)methyl-1H-indole-3-carboxylic acid amide). As a reaction SMILES: C(Cl)(=O)C(Cl)=O.[Cl:7][C:8]1[CH:9]=[CH:10][CH:11]=[C:12]2[C:16]=1[N:15]([CH2:17][CH:18]1[CH2:23][CH2:22][CH2:21][CH2:20][CH2:19]1)[CH:14]=[C:13]2[C:24]([OH:26])=O.[NH3:27].C(=O)([O-])[O-].[K+].[K+]>ClCCl>[Cl:7][C:8]1[CH:9]=[CH:10][CH:11]=[C:12]2[C:16]=1[N:15]([CH2:17][CH:18]1[CH2:23][CH2:22][CH2:21][CH2:20][CH2:19]1)[CH:14]=[C:13]2[C:24]([NH2:27])=[O:26] |f:3.4.5|. Reported procedure: Oxalyl chloride (4.95 g, 39.0 mmol) was added dropwise to a mixture of 7-chloro-1-(cyclohexyl)methyl-1H-indole-3-carboxylic acid (6.4 g, 21.9 mmol) and dichloromethane (150 ml) under ice-water cooling and the resulting mixture was stirred at room temperate for 20 h. Dichloromethane and excess oxalyl chloride were removed by evaporation and the obtained residue was mixed with dichloromethane (100 ml). Aqueous ammonia (33%, 50 ml) and potassium carbonate (6.05 g, 43.8 mmol) was added into the mixt... The reactants are Cu, C(=O)=O (CO2), N1=CC=CC2=CC=CC=C12 (quinoline), C(CCC)C1=C(SC2=C1C=C(C=C2)[N+](=O)[O-])C(=O)O (3-butyl-5-nitro-2-benzothiophenecarboxylic acid). Conditions: temperature 180 celsius. Product: C(CCC)C1=CSC2=C1C=C(C=C2)[N+](=O)[O-] (3-butyl-5-nitro-benzothiophene). Reaction SMILES: N1C2C(=CC=CC=2)C=CC=1.[CH2:11]([C:15]1[C:19]2[CH:20]=[C:21]([N+:24]([O-:26])=[O:25])[CH:22]=[CH:23][C:18]=2[S:17][C:16]=1C(O)=O)[CH2:12][CH2:13][CH3:14].C(=O)=O>>[CH2:11]([C:15]1[C:19]2[CH:20]=[C:21]([N+:24]([O-:26])=[O:25])[CH:22]=[CH:23][C:18]=2[S:17][CH:16]=1)[CH2:12][CH2:13][CH3:14]. Reported procedure: 5.6 g of Cu are heated to 210° C. under N2 for 20 minutes and, after cooling, 110 g of quinoline and 27.9 g of 3-butyl-5-nitro-2-benzothiophenecarboxylic acid are added. The mixture is heated to 180° C., whilst stirring, until the evolution of CO2 has ended. After cooling, the reaction mass is decanted off with CH2Cl2, the quinoline is washed out by shaking with 20% strength HCl and the organic phase is washed, dried and purified on Al2O3. Melting point: 82°-83° C. Reactants: CO, [Cl-], O=C(CSc1nc(-c2cccc([N+](=O)[O-])c2)cs1)NCC1CN(Cc2ccc(Cl)c(Cl)c2)CCO1, [Fe], [NH4+], C1CCOC1. The product is Nc1cccc(-c2csc(SCC(=O)NCC3CN(Cc4ccc(Cl)c(Cl)c4)CCO3)n2)c1. As a reaction SMILES: [CH3:43][OH:44].[Cl-:36].[Cl:1][c:2]1[cH:3][c:4]([CH2:5][N:6]2[CH2:7][CH:8]([CH2:12][NH:13][C:14]([CH2:15][S:16][c:17]3[s:18][cH:19][c:20](-[c:22]4[cH:23][c:24]([N+:28]([O-:29])=[O:30])[cH:25][cH:26][cH:27]4)[n:21]3)=[O:31])[O:9][CH2:10][CH2:11]2)[cH:32][cH:33][c:34]1[Cl:35].[Fe:45].[NH4+:37].[O:38]1[CH2:39][CH2:40][CH2:41][CH2:42]1>>[Cl:1][c:2]1[cH:3][c:4]([CH2:5][N:6]2[CH2:7][CH:8]([CH2:12][NH:13][C:14]([CH2:15][S:16][c:17]3[s:18][cH:19][c:20](-[c:22]4[cH:23][c:24]([NH2:28])[cH:25][cH:26][cH:27]4)[n:21]3)=[O:31])[O:9][CH2:10][CH2:11]2)[cH:32][cH:33][c:34]1[Cl:35]. Reactants: O=C([O-])[O-], COC(=O)C=Cc1cccc(B(O)O)c1, CN1CCCN(c2cncc(Cl)n2)CC1, [Na+], [Na+], CN(C)C=O. Product: COC(=O)C=Cc1cccc(-c2cncc(N3CCCN(C)CC3)n2)c1. Reaction SMILES: [C:31](=[O:32])([O-:33])[O-:34].[CH3:1][O:2][C:3]([CH:4]=[CH:5][c:6]1[cH:7][c:8]([B:12]([OH:13])[OH:14])[cH:9][cH:10][cH:11]1)=[O:15].[Cl:16][c:17]1[cH:18][n:19][cH:20][c:21]([N:23]2[CH2:24][CH2:25][N:26]([CH3:30])[CH2:27][CH2:28][CH2:29]2)[n:22]1.[Na+:35].[Na+:36].[O:37]=[CH:38][N:39]([CH3:40])[CH3:41]>>[CH3:1][O:2][C:3]([CH:4]=[CH:5][c:6]1[cH:7][c:8](-[c:17]2[cH:18][n:19][cH:20][c:21]([N:23]3[CH2:24][CH2:25][N:26]([CH3:30])[CH2:27][CH2:28][CH2:29]3)[n:22]2)[cH:9][cH:10][cH:11]1)=[O:15].